Dataset: the Open Reaction Database (ORD), a public repository of structured organic reaction records. Task: describe an organic reaction: reactants, conditions, products, and yield Starting materials: ClC=1C=CC2=C(N=C(S2)CN2C(=O)N(C=3N=C(N(C3C2=O)CC#CC)Br)C)C1 (1-[(5-chloro-1,3-benzothiazol-2-yl)methyl]-3-methyl-7-(2-butyn-1-yl)-8-bromo-xanthine), O (water), C(C)(C)(C)OC(=O)[C@H]1CN(CCC1)N ((R)-3-tert-butoxycarbonyl-aminopiperidine), C([O-])([O-])=O.[K+].[K+] (potassium carbonate), CN(C=O)C (N,N-dimethylformamide). The product is ClC=1C=CC2=C(N=C(S2)CN2C(=O)N(C=3N=C(N(C3C2=O)CC#CC)N2[C@H](C(CCC2)C(=O)OC(C)(C)C)N)C)C1 (1-[(5-chloro-1,3-benzothiazol-2-yl)methyl]-3-methyl-7-(2-butyn-1-yl)-8-[(R)-3-tert-butoxycarbonyl-amino-piperidin-1-yl]-xanthine). The yield is 72.6%. As a reaction SMILES: [Cl:1][C:2]1[CH:3]=[CH:4][C:5]2[S:9][C:8]([CH2:10][N:11]3[C:20](=[O:21])[C:19]4[N:18]([CH2:22][C:23]#[C:24][CH3:25])[C:17](Br)=[N:16][C:15]=4[N:14]([CH3:27])[C:12]3=[O:13])=[N:7][C:6]=2[CH:28]=1.[C:29]([O:33][C:34]([C@@H:36]1[CH2:41][CH2:40][CH2:39][N:38](N)[CH2:37]1)=[O:35])([CH3:32])([CH3:31])[CH3:30].C(=O)([O-])[O-].[K+].[K+].O.C[N:51](C)C=O>>[Cl:1][C:2]1[CH:3]=[CH:4][C:5]2[S:9][C:8]([CH2:10][N:11]3[C:20](=[O:21])[C:19]4[N:18]([CH2:22][C:23]#[C:24][CH3:25])[C:17]([N:38]5[CH2:39][CH2:40][CH2:41][CH:36]([C:34]([O:33][C:29]([CH3:32])([CH3:31])[CH3:30])=[O:35])[C@@H:37]5[NH2:51])=[N:16][C:15]=4[N:14]([CH3:27])[C:12]3=[O:13])=[N:7][C:6]=2[CH:28]=1 |f:2.3.4|. Procedure details: By utilizing the well known method, 1-[(5-chloro-1,3-benzothiazol-2-yl)methyl]-3-methyl-7-(2-butyn-1-yl)-8-bromo-xanthine 3b (460 mg, 0.96 mmol) was dissolved in N,N-dimethylformamide (12 ml). (R)-3-tert-butoxycarbonyl-aminopiperidine (193 mg, 0.96 mmol) and potassium carbonate (200 mg, 1.44 mmol) were added to give a reaction mixture. The reaction mixture was reacted at 75° C. for 2 hours, and TLC was used to monitor the reaction progress. After the reaction was completed, the obtained reaction... Starting materials: NC1=C(C=C(C=C1)C(=C)C1=CC=CC=C1)[N+](=O)[O-] (1-(4-Amino-3-nitrophenyl)-1-phenylethylene), C(C)O (ethanol), [Na+].[SH-] (sodium sulfhydrate). The solvent is O (water), O (water). The product is NC=1C=C(C=CC1N)C(=C)C1=CC=CC=C1 (1-(3,4-diaminophenyl)-1-phenylethylene). The yield is 83.0%. Reaction SMILES: [NH2:1][C:2]1[CH:7]=[CH:6][C:5]([C:8]([C:10]2[CH:15]=[CH:14][CH:13]=[CH:12][CH:11]=2)=[CH2:9])=[CH:4][C:3]=1[N+:16]([O-])=O.C(O)C.[Na+].[SH-]>O>[NH2:16][C:3]1[CH:4]=[C:5]([C:8]([C:10]2[CH:11]=[CH:12][CH:13]=[CH:14][CH:15]=2)=[CH2:9])[CH:6]=[CH:7][C:2]=1[NH2:1] |f:2.3|. Reported procedure: 1-(4-Amino-3-nitrophenyl)-1-phenylethylene (7.7 g., 0.032 mole) was dissolved in refluxing ethanol (450 ml.). To this was added, dropwise, a solution of sodium sulfhydrate (38.5 g., 0.45 mole) in water (110 ml.). The resulting solution was refluxed overnight. The solution was diluted with water (1 l.), cooled, and filtered yielding 1-(3,4-diaminophenyl)-1-phenylethylene: 5.6 g., 83% yield, m.p. 109°-110°.